From a dataset of the Open Reaction Database (ORD), a public repository of structured organic reaction records. describe an organic reaction: reactants, conditions, products, and yield Run at temperature 110 celsius. The solvent is CN1CCCC1=O (NMP). The product is NC=1SC2=C(N=C(N=C2N[C@@H](CNC(OC(C)(C)C)=O)C)SCC2=CC=CC=C2)N1 ([(2R)-2-[[2-amino-5-[(phenylmethyl)thio]thiazolo[4,5-d]pyrimidin-7-yl]amino]propyl]carbamic acid, 1,1-dimethylethyl ester). Procedure: The product from example 1 step c) (2.0 g) and the product from example 25 step d) (1.3 g) in a solvent of NMP (10 ml) containing Hunigs base (3 ml) was heated at 110° C. for 10 hours. The mixture was evaporated to dryness and purified (SiO2, (1:1) dichloromethane:ethyl acetate as eluant) to give the subtitle compound (1.9 g). RXN SMILES: Cl[C:2]1[C:3]2[S:18][C:17]([NH2:19])=[N:16][C:4]=2[N:5]=[C:6]([S:8][CH2:9][C:10]2[CH:15]=[CH:14][CH:13]=[CH:12][CH:11]=2)[N:7]=1.[NH2:20][C@H:21]([CH3:31])[CH2:22][NH:23][C:24](=[O:30])[O:25][C:26]([CH3:29])([CH3:28])[CH3:27].CCN(C(C)C)C(C)C>CN1C(=O)CCC1>[NH2:19][C:17]1[S:18][C:3]2[C:2]([NH:20][C@H:21]([CH3:31])[CH2:22][NH:23][C:24](=[O:30])[O:25][C:26]([CH3:28])([CH3:27])[CH3:29])=[N:7][C:6]([S:8][CH2:9][C:10]3[CH:15]=[CH:14][CH:13]=[CH:12][CH:11]=3)=[N:5][C:4]=2[N:16]=1. Reactants: ClC=1C2=C(N=C(N1)SCC1=CC=CC=C1)N=C(S2)N (7-Chloro-5-[(phenylmethyl)thio]thiazolo[4,5-d]pyrimidin-2-amine), N[C@@H](CNC(OC(C)(C)C)=O)C ([(2R)-2-aminopropyl]carbamic acid, 1,1-dimethylethyl ester), CCN(C(C)C)C(C)C (Hunigs base). The reactants are C=CC (propylene), OO (hydrogen peroxide), C=CC (propylene), C(=O)=O (CO2), C1C(C)O1 (propylene oxide), N1=C(C=CC=C1C)C (2,6-lutidine), Ts-1 titanium, O=O (oxygen). Solvent: CO (methanol). Product: C1C(C)O1 (propylene oxide), COCC(C)O (propylene glycol monomethyl ether). RXN SMILES: N1C(C)=CC=[CH:3][C:2]=1[CH3:8].OO.C=CC.O=O.[CH2:16]1[O:19][CH:17]1[CH3:18].[C:20](=O)=[O:21]>CO>[CH2:16]1[O:19][CH:17]1[CH3:18].[CH3:20][O:21][CH2:3][CH:2]([OH:19])[CH3:8]. Procedure: A 100 mL Parr reactor equipped with a magnetic stir bar is charged with 34 grams of methanol, 200 mg. of 2,6-lutidine and 250 mg. of Ts-1 titanium silicalite containing 2.1 weight % Ti (calcined at 540-550° C. before use). After stirring for several minutes at ambient temperature, 8 grams of 30% aqueous hydrogen peroxide is added. The closed reactor is then charged with 14 grams of propylene from a Hoke pressure vessel using 400 psig of nitrogen. The reactor is heated at 40° C. for 30 minutes an... Product: O=C(O)C1CCN(c2ccc(Br)cc2)C1=O. RXN SMILES: [Br:10][c:11]1[cH:12][cH:13][c:14]([NH2:15])[cH:16][cH:17]1.[C:1]1([C:4](=[O:5])[OH:6])([C:7](=[O:8])[OH:9])[CH2:2][CH2:3]1.[CH3:18][C:19]#[N:20]>>[CH:1]1([C:7](=[O:8])[OH:9])[CH2:2][CH2:3][N:15]([c:14]2[cH:13][cH:12][c:11]([Br:10])[cH:17][cH:16]2)[C:4]1=[O:5]. Starting materials: Nc1ccc(Br)cc1, O=C(O)C1(C(=O)O)CC1, CC#N. The reactants are O=C1CCC(OC(=O)c2ccccc2)CC1, CCO, Cl, N#C[K], C1CCNCC1, O. The product is N#CC1(N2CCCCC2)CCC(OC(=O)c2ccccc2)CC1. As a reaction SMILES: [C:1]([c:2]1[cH:3][cH:4][cH:5][cH:6][cH:7]1)(=[O:8])[O:9][CH:10]1[CH2:11][CH2:12][C:13](=[O:16])[CH2:14][CH2:15]1.[CH3:27][CH2:28][OH:29].[ClH:17].[K:24][C:25]#[N:26].[NH:18]1[CH2:19][CH2:20][CH2:21][CH2:22][CH2:23]1.[OH2:30]>>[C:1]([c:2]1[cH:3][cH:4][cH:5][cH:6][cH:7]1)(=[O:8])[O:9][CH:10]1[CH2:11][CH2:12][C:13]([N:18]2[CH2:19][CH2:20][CH2:21][CH2:22][CH2:23]2)([C:25]#[N:26])[CH2:14][CH2:15]1. Reactants: CC=1C=C(C=CC1[N+](=O)[O-])O (3-methyl-4-nitrophenol), BrCCCCCCCCCC (1-bromodecane), C([O-])([O-])=O.[K+].[K+] (potassium carbonate), O (water). Run in CN(C=O)C (dimethylformamide). Run at temperature 115 celsius, time 48 hour. Product: CC1=C(C=CC(=C1)OCCCCCCCCCC)[N+](=O)[O-] (2-methyl-4-decyloxynitro benzene). The yield is 100.0%. As a reaction SMILES: [CH3:1][C:2]1[CH:3]=[C:4]([OH:11])[CH:5]=[CH:6][C:7]=1[N+:8]([O-:10])=[O:9].Br[CH2:13][CH2:14][CH2:15][CH2:16][CH2:17][CH2:18][CH2:19][CH2:20][CH2:21][CH3:22].C(=O)([O-])[O-].[K+].[K+].O>CN(C)C=O>[CH3:1][C:2]1[CH:3]=[C:4]([O:11][CH2:13][CH2:14][CH2:15][CH2:16][CH2:17][CH2:18][CH2:19][CH2:20][CH2:21][CH3:22])[CH:5]=[CH:6][C:7]=1[N+:8]([O-:10])=[O:9] |f:2.3.4|. Procedure details: To a solution of 3-methyl-4-nitrophenol (45 g, 0.294 mol) in dimethylformamide (270 mL) there were added 1-bromodecane (65 g, 0.294 mol) and potassium carbonate (121.8 g, 0.882 mol). The reaction mixture was heated to 115° C. and stirred at that temperature for 48 hours. The reaction mixture was cooled and poured into water (4 L), stirred for 0.5 hour and extracted with two portions of ethyl acetate (1.5 L and 600 mL). The combined organic extracts were washed with 5% aqueous solution sodium bic... Procedure: Methods for the synthesis of suitable 3-azabicyclo[3.3.0]octane intermediates vary. For instance, Flynn et al., Tetrahedron 53(1): 1-20 (1996), provides two approaches to suitably functionalized 3-azabicyclo[3.3.0]octanes. Such reference is herein incorporated by reference with regard to such synthetic teaching. The first approach involves the palladium-catalyzed [3+2] cycloaddition reaction of 2-trimethylsilylmethyl-2-propen-1-yl acetate with dimethyl maleate. The resulting diester is saponifie... The product is OCC1CC2CN(CC2C1)C(=O)OC(C)(C)C (7-(hydroxymethyl)-3-(tert-butoxycarbonyl)-3-azabicyclo[3.3.0]octane). Reaction SMILES: [CH2:1]=[C:2]1[CH2:9][CH:8]2[CH:4]([CH2:5][N:6]([C:10]([O:12][C:13]([CH3:16])([CH3:15])[CH3:14])=[O:11])[CH2:7]2)[CH2:3]1.B.[OH:18]O>>[OH:18][CH2:1][CH:2]1[CH2:9][CH:8]2[CH:4]([CH2:5][N:6]([C:10]([O:12][C:13]([CH3:16])([CH3:15])[CH3:14])=[O:11])[CH2:7]2)[CH2:3]1. The reactants are C=C1CC2CN(CC2C1)C(=O)OC(C)(C)C (7-methylene-3-(tert-butoxycarbonyl)-3-azabicyclo[3.3.0]octane), B (borane), OO (hydrogen peroxide).